describe an organic reaction: reactants, conditions, products, and yield From a dataset of the Open Reaction Database (ORD), a public repository of structured organic reaction records. The reactants are Nc1cccc(C23CCCC(C2)N(Cc2ccccc2)CC3)c1, COCCS(=O)(=O)Cl, Cc1ccccc1, c1ccncc1. Product: COCCS(=O)(=O)Nc1cccc(C23CCCC(C2)N(Cc2ccccc2)CC3)c1. Reaction SMILES: [CH2:1]([c:2]1[cH:3][cH:4][cH:5][cH:6][cH:7]1)[N:8]1[CH:9]2[CH2:10][CH2:11][CH2:12][C:13]([c:17]3[cH:18][c:19]([NH2:23])[cH:20][cH:21][cH:22]3)([CH2:14][CH2:15]1)[CH2:16]2.[CH3:24][O:25][CH2:26][CH2:27][S:28](=[O:29])(=[O:30])[Cl:31].[CH3:38][c:39]1[cH:40][cH:41][cH:42][cH:43][cH:44]1.[cH:32]1[cH:33][cH:34][n:35][cH:36][cH:37]1>>[CH2:1]([c:2]1[cH:3][cH:4][cH:5][cH:6][cH:7]1)[N:8]1[CH:9]2[CH2:10][CH2:11][CH2:12][C:13]([c:17]3[cH:18][c:19]([NH:23][S:28]([CH2:27][CH2:26][O:25][CH3:24])(=[O:29])=[O:30])[cH:20][cH:21][cH:22]3)([CH2:14][CH2:15]1)[CH2:16]2. Starting materials: [BH4-], COC(=O)Oc1cc([N+](=O)[O-])c(Br)cc1C1CCCC1, CCOC(C)=O, CCCCCC, CO, [Na+], Cl[Ni]Cl. The product is COC(=O)Oc1cc(N)c(Br)cc1C1CCCC1. RXN SMILES: [BH4-:21].[C:1]([O:2][c:3]1[c:4]([CH:13]2[CH2:14][CH2:15][CH2:16][CH2:17]2)[cH:5][c:6]([Br:12])[c:7]([N+:9]([O-:10])=[O:11])[cH:8]1)([O:18][CH3:19])=[O:20].[C:29]([O:30][CH2:31][CH3:32])(=[O:33])[CH3:34].[CH3:23][CH2:24][CH2:25][CH2:26][CH2:27][CH3:28].[CH3:35][OH:36].[Na+:22].[Ni:37]([Cl:38])[Cl:39]>>[C:1]([O:2][c:3]1[c:4]([CH:13]2[CH2:14][CH2:15][CH2:16][CH2:17]2)[cH:5][c:6]([Br:12])[c:7]([NH2:9])[cH:8]1)([O:18][CH3:19])=[O:20]. Yield: 62.1%. Starting materials: COC1=CC=C(C=C1)C(=O)C(=O)C1=CC=C(C=C1)OC (4,4′-dimethoxybenzil), NNC(=S)N (thiosemicarbazide). RXN SMILES: [CH3:1][O:2][C:3]1[CH:8]=[CH:7][C:6]([C:9]([C:11]([C:13]2[CH:18]=[CH:17][C:16]([O:19][CH3:20])=[CH:15][CH:14]=2)=O)=O)=[CH:5][CH:4]=1.[NH2:21][NH:22][C:23]([NH2:25])=[S:24]>C(O)(=O)C.O>[CH3:1][O:2][C:3]1[CH:8]=[CH:7][C:6]([C:9]2[C:11]([C:13]3[CH:18]=[CH:17][C:16]([O:19][CH3:20])=[CH:15][CH:14]=3)=[N:21][NH:22][C:23](=[S:24])[N:25]=2)=[CH:5][CH:4]=1. Procedure: A mixture of 4,4′-dimethoxybenzil (13.6 g, 50 mmol) and 6.06 g of thiosemicarbazide (66.5 mmol) in 50 mL of glacial acetic acid were stirred at room temperature then refluxed overnight. The cooled reaction mixture was diluted with 150 mL of water and filtered. The solids were washed with water and dried. The crude product was heated with 55 mL of ethyl acetate, cooled, filtered and dried to give 10.1 g of 5,6-bis-(4-methoxyphenyl)-1,2,4-triazin-3-thione, mp 228–232° C. Product: COC1=CC=C(C=C1)C1=NC(NN=C1C1=CC=C(C=C1)OC)=S (5,6-bis-(4-methoxyphenyl)-1,2,4-triazin-3-thione). Run in C(C)(=O)O (acetic acid), O (water).